describe an organic reaction: reactants, conditions, products, and yield From a dataset of the Open Reaction Database (ORD), a public repository of structured organic reaction records. Reactants: [N-]=[N+]=NC1CCc2cccc(NC(=O)OCc3ccccc3)c2C1, C1CCOC1, O, c1ccc(P(c2ccccc2)c2ccccc2)cc1. Yields the product NC1CCc2cccc(NC(=O)OCc3ccccc3)c2C1. Reaction SMILES: [CH2:20]([c:21]1[cH:22][cH:23][cH:24][cH:25][cH:26]1)[O:27][C:28]([NH:29][c:30]1[cH:31][cH:32][cH:33][c:34]2[c:39]1[CH2:38][CH:37]([N:40]=[N+:41]=[N-:42])[CH2:36][CH2:35]2)=[O:43].[CH2:45]1[O:46][CH2:47][CH2:48][CH2:49]1.[OH2:44].[c:1]1([P:2]([c:3]2[cH:4][cH:5][cH:6][cH:7][cH:8]2)[c:9]2[cH:10][cH:11][cH:12][cH:13][cH:14]2)[cH:15][cH:16][cH:17][cH:18][cH:19]1>>[CH2:20]([c:21]1[cH:22][cH:23][cH:24][cH:25][cH:26]1)[O:27][C:28]([NH:29][c:30]1[cH:31][cH:32][cH:33][c:34]2[c:39]1[CH2:38][CH:37]([NH2:40])[CH2:36][CH2:35]2)=[O:43].